From a dataset of the Open Reaction Database (ORD), a public repository of structured organic reaction records. describe an organic reaction: reactants, conditions, products, and yield Starting materials: C=CCc1c(C(=O)OC)ccc([N+](=O)[O-])c1O, CSC, CO, ClCCl, O=[O+][O-]. The product is COC(=O)c1ccc([N+](=O)[O-])c2c1CC(O)O2. As a reaction SMILES: [CH3:1][O:2][C:3]([c:4]1[c:5]([CH2:14][CH:15]=[CH2:16])[c:6]([OH:13])[c:7]([N+:10](=[O:11])[O-:12])[cH:8][cH:9]1)=[O:17].[CH3:21][S:22][CH3:23].[CH3:27][OH:28].[Cl:24][CH2:25][Cl:26].[O-:18][O+:19]=[O:20]>>[CH3:1][O:2][C:3]([c:4]1[c:5]2[c:6]([c:7]([N+:10](=[O:11])[O-:12])[cH:8][cH:9]1)[O:13][CH:15]([OH:18])[CH2:14]2)=[O:17]. The reactants are CCOC(C)=O, CC(C)=O, Cl, COC(C)(C)ON=C(C(=O)NC1C(=O)N2C(C(=O)OC(c3ccccc3)c3ccccc3)=C(CSc3nn4c(=O)cc(C)nc4s3)CSC12)c1csc(NC(c2ccccc2)(c2ccccc2)c2ccccc2)n1. Product: Cc1cc(=O)n2nc(SCC3=C(C(=O)OC(c4ccccc4)c4ccccc4)N4C(=O)C(NC(=O)C(=NO)c5csc(NC(c6ccccc6)(c6ccccc6)c6ccccc6)n5)C4SC3)sc2n1. As a reaction SMILES: [CH3:76][CH2:77][O:78][C:79](=[O:80])[CH3:81].[CH3:82][C:83](=[O:84])[CH3:85].[ClH:75].[c:1]1([CH:7]([c:8]2[cH:9][cH:10][cH:11][cH:12][cH:13]2)[O:14][C:15](=[O:16])[C:17]2=[C:24]([CH2:25][S:26][c:27]3[n:28][n:29]4[c:30]([n:31][c:32]([CH3:36])[cH:33][c:34]4=[O:35])[s:37]3)[CH2:23][S:22][CH:21]3[N:18]2[C:19](=[O:74])[CH:20]3[NH:38][C:39]([C:40](=[N:41][O:42][C:43]([O:44][CH3:45])([CH3:46])[CH3:47])[c:48]2[n:49][c:50]([NH:53][C:54]([c:55]3[cH:56][cH:57][cH:58][cH:59][cH:60]3)([c:61]3[cH:62][cH:63][cH:64][cH:65][cH:66]3)[c:67]3[cH:68][cH:69][cH:70][cH:71][cH:72]3)[s:51][cH:52]2)=[O:73])[cH:2][cH:3][cH:4][cH:5][cH:6]1>>[c:1]1([CH:7]([c:8]2[cH:9][cH:10][cH:11][cH:12][cH:13]2)[O:14][C:15](=[O:16])[C:17]2=[C:24]([CH2:25][S:26][c:27]3[n:28][n:29]4[c:30]([n:31][c:32]([CH3:36])[cH:33][c:34]4=[O:35])[s:37]3)[CH2:23][S:22][CH:21]3[N:18]2[C:19](=[O:74])[CH:20]3[NH:38][C:39]([C:40](=[N:41][OH:42])[c:48]2[n:49][c:50]([NH:53][C:54]([c:55]3[cH:56][cH:57][cH:58][cH:59][cH:60]3)([c:61]3[cH:62][cH:63][cH:64][cH:65][cH:66]3)[c:67]3[cH:68][cH:69][cH:70][cH:71][cH:72]3)[s:51][cH:52]2)=[O:73])[cH:2][cH:3][cH:4][cH:5][cH:6]1. Reactants: ClC1=CC(=C(C=N1)/C=C/C(=O)OCC)NC ((E)-ethyl 3-(6-chloro-4-(methylamino)pyridin-3-yl)acrylate), C(C)N (ethyl amine), C([O-])(O)=O.[Na+] (sodium bicarbonate). Run in CN1CCCC1=O (NMP). Conditions: temperature 150 celsius. Product: C(C)NC1=NC=C2C=CC(N(C2=C1)C)=O (7-(Ethylamino)-1-methyl-1,6-naphthyridin-2(1H)-one). RXN SMILES: Cl[C:2]1[N:7]=[CH:6][C:5](/[CH:8]=[CH:9]/[C:10]([O:12]CC)=O)=[C:4]([NH:15][CH3:16])[CH:3]=1.[CH2:17]([NH2:19])[CH3:18].C(=O)(O)[O-].[Na+]>CN1C(=O)CCC1>[CH2:17]([NH:19][C:2]1[CH:3]=[C:4]2[C:5]([CH:8]=[CH:9][C:10](=[O:12])[N:15]2[CH3:16])=[CH:6][N:7]=1)[CH3:18] |f:2.3|. Procedure details: A vial was charged with (E)-ethyl 3-(6-chloro-4-(methylamino)pyridin-3-yl)acrylate (45 mg), 70% aqueous ethyl amine (1 mL) and NMP (1 mL). The vial was sealed and heated with microwave irradiation for 35 min at 150° C. Aqueous sodium bicarbonate solution was added and the mixture was extracted with dichloromethane. The combined organic extracts were dried over sodium sulfate, filtered, and concentrated. The residue was chromatographed on silica gel (50% ethyl acetate in hexanes eluant) to provid... Yields the product CC(C)c1ccc2c(Nc3cc(C(=O)NC(C)(C)COP(=O)(OC(C)(C)C)OC(C)(C)C)ccc3Sc3ccc(NC(=O)OC(C)(C)C)cc3)ncnc2n1. As a reaction SMILES: [B-:39]([F:40])([F:41])([F:42])[F:43].[C:1]([CH3:2])([CH3:3])([CH3:4])[O:5][C:6](=[O:7])[NH:8][c:9]1[cH:10][cH:11][c:12]([S:15][c:16]2[c:17]([NH:25][c:26]3[c:27]4[c:28]([n:29][cH:30][n:31]3)[n:32][c:33]([CH:36]([CH3:37])[CH3:38])[cH:34][cH:35]4)[cH:18][c:19]([C:20](=[O:21])[OH:22])[cH:23][cH:24]2)[cH:13][cH:14]1.[CH3:88][S:89]([CH3:90])=[O:91].[CH3:92][CH2:93][O:94][C:95](=[O:96])[CH3:97].[CH:79]([N:80]([CH2:81][CH3:82])[CH:83]([CH3:84])[CH3:85])([CH3:86])[CH3:87].[P:61](=[O:62])([O:63][CH2:64][C:65]([CH3:66])([CH3:67])[NH2:68])([O:69][C:70]([CH3:71])([CH3:72])[CH3:73])[O:74][C:75]([CH3:76])([CH3:77])[CH3:78].[n:44]1([O:45][C:46]([N:47]([CH3:48])[CH3:49])=[N+:50]([CH3:51])[CH3:52])[c:53]2[cH:54][cH:55][cH:56][cH:57][c:58]2[n:59][n:60]1>>[C:1]([CH3:2])([CH3:3])([CH3:4])[O:5][C:6](=[O:7])[NH:8][c:9]1[cH:10][cH:11][c:12]([S:15][c:16]2[c:17]([NH:25][c:26]3[c:27]4[c:28]([n:29][cH:30][n:31]3)[n:32][c:33]([CH:36]([CH3:37])[CH3:38])[cH:34][cH:35]4)[cH:18][c:19]([C:20](=[O:21])[NH:68][C:65]([CH2:64][O:63][P:61](=[O:62])([O:69][C:70]([CH3:71])([CH3:72])[CH3:73])[O:74][C:75]([CH3:76])([CH3:77])[CH3:78])([CH3:66])[CH3:67])[cH:23][cH:24]2)[cH:13][cH:14]1. Starting materials: F[B-](F)(F)F, CC(C)c1ccc2c(Nc3cc(C(=O)O)ccc3Sc3ccc(NC(=O)OC(C)(C)C)cc3)ncnc2n1, CS(C)=O, CCOC(C)=O, CCN(C(C)C)C(C)C, CC(C)(N)COP(=O)(OC(C)(C)C)OC(C)(C)C, CN(C)C(On1nnc2ccccc21)=[N+](C)C. The reactants are [H-].[Na+] (Sodium hydride), C(C1=CC=CC=C1)Br (benzyl bromide), CC([C@H](CO)NC1=CC=C(C=C1)C(F)(F)F)C ((2R)-3-methyl-2-{[4-(trifluoromethyl)phenyl]amino}butan-1-ol), CC([C@H](CO)NC1=CC=C(C=C1)C(F)(F)F)C ((2R)-3-methyl-2-{[4-(trifluoromethyl)phenyl]amino}butan-1-ol). Run in CN(C=O)C (dimethylformamide). Run at temperature 50 celsius, time 3 hour. Product: C(C1=CC=CC=C1)OC[C@@H](C(C)C)NC1=CC=C(C=C1)C(F)(F)F (N-{(1R)-1-[(benzyloxy)methyl]-2-methylpropyl}-4-(trifluoromethyl)aniline). As a reaction SMILES: [H-].[Na+].[CH3:3][CH:4]([CH3:19])[C@@H:5]([NH:8][C:9]1[CH:14]=[CH:13][C:12]([C:15]([F:18])([F:17])[F:16])=[CH:11][CH:10]=1)[CH2:6][OH:7].[CH2:20](Br)[C:21]1[CH:26]=[CH:25][CH:24]=[CH:23][CH:22]=1>CN(C)C=O>[CH2:20]([O:7][CH2:6][C@H:5]([NH:8][C:9]1[CH:14]=[CH:13][C:12]([C:15]([F:16])([F:17])[F:18])=[CH:11][CH:10]=1)[CH:4]([CH3:19])[CH3:3])[C:21]1[CH:26]=[CH:25][CH:24]=[CH:23][CH:22]=1 |f:0.1|. Procedure: Sodium hydride (10 mg) and (2R)-3-methyl-2-{[4-(trifluoromethyl)phenyl]amino}butan-1-ol (30 mg), which is the compound obtained in Step 1 of Example 2, were dissolved in dimethylformamide (1 mL), and then benzyl bromide (0.052 mL) was added. The mixture was stirred at 50° C. for 3 hrs, and the title compound (37.5 mg) was obtained by purification step A.